Dataset: the Open Reaction Database (ORD), a public repository of structured organic reaction records. Task: describe an organic reaction: reactants, conditions, products, and yield Reactants: C(CCC)[Sn](C1=CC2=C(C=C1)CC1=C2C2=C(C=3C4=CC=CC=C4NC13)C(NC2)=O)(CCCC)CCCC (3-tributylstannyl-5H,6H,12H,13H-indeno[2,3-a]pyrrolo[3,4-c]carbazole-7(7H)one), II (I2), OS(=O)[O-].[Na+] (NaHSO3). The solvent is C(Cl)Cl (CH2Cl2). Reaction conditions: time 2 hour. Product: IC1=CC2=C(C=C1)CC1=C2C2=C(C=3C4=CC=CC=C4NC13)C(NC2)=O (3-Iodo-5H,6H,12H,13H-indeno[2,3-a]pyrrolo[3,4-c]carbazole-7(7H)-one). The yield is 52.9%. RXN SMILES: C([Sn](CCCC)(CCCC)[C:6]1[CH:11]=[CH:10][C:9]2[CH2:12][C:13]3[C:25]4[NH:24][C:23]5[C:18](=[CH:19][CH:20]=[CH:21][CH:22]=5)[C:17]=4[C:16]4[C:26](=[O:29])[NH:27][CH2:28][C:15]=4[C:14]=3[C:8]=2[CH:7]=1)CCC.[I:38]I.OS([O-])=O.[Na+]>C(Cl)Cl>[I:38][C:6]1[CH:11]=[CH:10][C:9]2[CH2:12][C:13]3[C:25]4[NH:24][C:23]5[C:18](=[CH:19][CH:20]=[CH:21][CH:22]=5)[C:17]=4[C:16]4[C:26](=[O:29])[NH:27][CH2:28][C:15]=4[C:14]=3[C:8]=2[CH:7]=1 |f:2.3|. Reported procedure: To a solution of 3-tributylstannyl-5H,6H,12H,13H-indeno[2,3-a]pyrrolo[3,4-c]carbazole-7(7H)one (Step-1) (16 mg, 0.026 mmol) in dry CH2Cl2 (4 mL) was added a solution of I2 (8 mg, 2 mL CH2Cl2) dropwise. The mixture was stirred at ambient temperature 2 h., then a solution of 10% NaHSO3 was added. After stirring for 10 min. the mixture was filtered. The solid was collected and washed with water, CH2Cl2 and dried under vacuum (100° C., 6 h) to give 6 mg (53%) of Compound I-40, 1H NMR (DMSO-d6, 300 M... Starting materials: CCCc1nc(CC)c(Br)c(=O)n1Cc1ccc(-c2ccccc2C#N)cc1, O=C([O-])[O-], CCOc1ccc(B(O)O)cn1, C1COCCO1, CCOC(C)=O, [Cs+], [Cs+]. Product: CCCc1nc(CC)c(-c2ccc(OCC)nc2)c(=O)n1Cc1ccc(-c2ccccc2C#N)cc1. Reaction SMILES: [Br:1][c:2]1[c:3]([CH2:27][CH3:28])[n:4][c:5]([CH2:24][CH2:25][CH3:26])[n:6]([CH2:9][c:10]2[cH:11][cH:12][c:13](-[c:16]3[c:17]([C:22]#[N:23])[cH:18][cH:19][cH:20][cH:21]3)[cH:14][cH:15]2)[c:7]1=[O:8].[C:41](=[O:42])([O-:43])[O-:44].[CH2:29]([CH3:30])[O:31][c:32]1[cH:33][cH:34][c:35]([B:38]([OH:39])[OH:40])[cH:36][n:37]1.[CH2:47]1[O:48][CH2:49][CH2:50][O:51][CH2:52]1.[CH3:53][CH2:54][O:55][C:56](=[O:57])[CH3:58].[Cs+:45].[Cs+:46]>>[c:2]1(-[c:35]2[cH:34][cH:33][c:32]([O:31][CH2:29][CH3:30])[n:37][cH:36]2)[c:3]([CH2:27][CH3:28])[n:4][c:5]([CH2:24][CH2:25][CH3:26])[n:6]([CH2:9][c:10]2[cH:11][cH:12][c:13](-[c:16]3[c:17]([C:22]#[N:23])[cH:18][cH:19][cH:20][cH:21]3)[cH:14][cH:15]2)[c:7]1=[O:8]. Starting materials: O1COC2=C1C=CC(=C2)C=CC(=O)O (3-benzo-1,3-dioxol-5-ylacrylic acid), [H][H] (hydrogen), 10, O1COC2=C1C=CC(=C2)CCC(=O)N2CCCCC2 (3-benzo-1,3-dioxol-5-ylpropionic acid piperidide). Reagents/catalysts: [Pd] (Pd-C). Run in C(C)O (ethanol). The product is O1COC2=C1C=CC(=C2)CCC(=O)O (3-benzo-1,3-dioxol-5-ylpropionic acid). The yield is 82.6%. Reaction SMILES: [O:1]1[C:5]2[CH:6]=[CH:7][C:8]([CH:10]=[CH:11][C:12]([OH:14])=[O:13])=[CH:9][C:4]=2[O:3][CH2:2]1.[H][H].O1C2C=CC(CCC(N3CCCCC3)=O)=CC=2OC1>C(O)C.[Pd]>[O:1]1[C:5]2[CH:6]=[CH:7][C:8]([CH2:10][CH2:11][C:12]([OH:14])=[O:13])=[CH:9][C:4]=2[O:3][CH2:2]1. Procedure details: 3-benzo-1,3-dioxol-5-ylacrylic acid (2 g) was hydrogenated in ethanol (50 ml) over 5% Pd-C under a pressure of hydrogen at 10 psi for 40 mins to give 3-benzo-1,3-dioxol-5-ylpropionic acid (1.67 g, 80% yield) as a solid, m.p. 86.1°-88.3° C. (Lit m.p. 87-88° C.)10 7.2 Synthesis of 3-benzo-1,3-dioxol-5-ylpropionic acid piperidide (RV-C03)